Dataset: the Open Reaction Database (ORD), a public repository of structured organic reaction records. Task: describe an organic reaction: reactants, conditions, products, and yield Reactants: COC(=O)CBr, COc1ccc2c(c1)C(=O)C(C)C2, CCO, CC(=O)O, I, [Zn], c1ccccc1. The product is COC(=O)CC1(O)c2cc(OC)ccc2CC1C. Reaction SMILES: [Br:14][CH2:15][C:16](=[O:17])[O:18][CH3:19].[CH3:1][O:2][c:3]1[cH:4][cH:5][c:6]2[c:10]([cH:11]1)[C:9](=[O:12])[CH:8]([CH3:13])[CH2:7]2.[CH3:21][CH2:22][OH:23].[CH3:31][C:32](=[O:33])[OH:34].[I:20].[Zn:30].[cH:24]1[cH:25][cH:26][cH:27][cH:28][cH:29]1>>[CH3:1][O:2][c:3]1[cH:4][cH:5][c:6]2[c:10]([cH:11]1)[C:9]([OH:12])([CH2:15][C:16](=[O:17])[O:18][CH3:19])[CH:8]([CH3:13])[CH2:7]2. Starting materials: C1(=CC=CC=C1)[C@H]1[C@@H](C1)C(=O)Cl (trans-2-phenyl-1-cyclopropanecarbonyl chloride), C1(CCCCCC1)N1CCNCC1 (1-cycloheptylpiperazine). The product is C1(CCCCCC1)N1CCN(CC1)C(=O)[C@H]1[C@@H](C1)C1=CC=CC=C1 (trans-(4-Cycloheptylpiperazin-1-yl)-(2-phenylcyclopropyl)methanone). Reaction SMILES: [C:1]1([C@@H:7]2[CH2:9][C@H:8]2[C:10](Cl)=[O:11])[CH:6]=[CH:5][CH:4]=[CH:3][CH:2]=1.[CH:13]1([N:20]2[CH2:25][CH2:24][NH:23][CH2:22][CH2:21]2)[CH2:19][CH2:18][CH2:17][CH2:16][CH2:15][CH2:14]1>>[CH:13]1([N:20]2[CH2:25][CH2:24][N:23]([C:10]([C@@H:8]3[CH2:9][C@H:7]3[C:1]3[CH:6]=[CH:5][CH:4]=[CH:3][CH:2]=3)=[O:11])[CH2:22][CH2:21]2)[CH2:19][CH2:18][CH2:17][CH2:16][CH2:15][CH2:14]1. Procedure details: This example was prepared according to Example 1 by employing trans-2-phenyl-1-cyclopropanecarbonyl chloride and 1-cycloheptylpiperazine, which is commercially available from, for example, Sigma-Aldrich. m/z (ES+) M+1=327.2; HPLC tR=1.90 min. 1H NMR (500 MHz, CDCl3) δ 7.26 (m, 2H), 7.22-7.13 (m, 1H), 7.09 (d, J=6.7 Hz, 2H), 3.86-3.50 (m, 4H), 2.60-2.42 (m, 6H), 1.95 (dt, J=5.1, 3.8 Hz, 1H) 1.83-1.73 (m, 2H), 1.71-1.60 (m, 3H), 1.58-1.31 (m, 8H), 1.24 (ddd, J=8.2, 6.1, 4.3 Hz, 1H). Starting materials: COC1=C(COCCCOC2=CC=C(C=C2)[C@@H]2[C@H](CN(CC2)C(=O)OC(C)(C)C)OCC=2C=CC3=C(NC(O3)=O)C2)C=CC=C1 (tert-butyl 4-{4-[3-(2-methoxybenzyloxy)propoxy]phenyl}-(3R,4R)-3-(2-oxo-2,3-dihydrobenzoxazol-5-ylmethoxy)piperidine-1-carboxylate), ClCCCOC (1-chloro-3-methoxypropane), [I-].[Na+] (sodium iodide), [H-].[Na+] (sodium hydride). The solvent is CN(C=O)C (N,N-dimethylformamide). The product is COC1=C(COCCCOC2=CC=C(C=C2)C2C(CN(CC2)C(=O)OC(C)(C)C)OCC=2C=CC3=C(N(C(O3)=O)CCCOC)C2)C=CC=C1 (tert-Butyl 4-{4-[3-(2-methoxybenzyloxy)propoxy]phenyl}-3-[3-(3-methoxypropyl)-2-oxo-2,3-dihydrobenzoxazol-5-ylmethoxy]piperidine-1-carboxylate), SiO2. Reaction SMILES: [CH3:1][O:2][C:3]1[CH:45]=[CH:44][CH:43]=[CH:42][C:4]=1[CH2:5][O:6][CH2:7][CH2:8][CH2:9][O:10][C:11]1[CH:16]=[CH:15][C:14]([C@H:17]2[CH2:22][CH2:21][N:20]([C:23]([O:25][C:26]([CH3:29])([CH3:28])[CH3:27])=[O:24])[CH2:19][C@@H:18]2[O:30][CH2:31][C:32]2[CH:33]=[CH:34][C:35]3[O:39][C:38](=[O:40])[NH:37][C:36]=3[CH:41]=2)=[CH:13][CH:12]=1.[H-].[Na+].Cl[CH2:49][CH2:50][CH2:51][O:52][CH3:53].[I-].[Na+]>CN(C)C=O>[CH3:1][O:2][C:3]1[CH:45]=[CH:44][CH:43]=[CH:42][C:4]=1[CH2:5][O:6][CH2:7][CH2:8][CH2:9][O:10][C:11]1[CH:16]=[CH:15][C:14]([CH:17]2[CH2:22][CH2:21][N:20]([C:23]([O:25][C:26]([CH3:29])([CH3:28])[CH3:27])=[O:24])[CH2:19][CH:18]2[O:30][CH2:31][C:32]2[CH:33]=[CH:34][C:35]3[O:39][C:38](=[O:40])[N:37]([CH2:49][CH2:50][CH2:51][O:52][CH3:53])[C:36]=3[CH:41]=2)=[CH:13][CH:12]=1 |f:1.2,4.5|. Reported procedure: The solution of 0.206 g of tert-butyl 4-{4-[3-(2-methoxybenzyloxy)propoxy]phenyl}-(3R,4R)-3-(2-oxo-2,3-dihydrobenzoxazol-5-ylmethoxy)piperidine-1-carboxylate in 2 ml of N,N-dimethylformamide is cooled to 0° C. with stirring and admixed with 12 mg of sodium hydride dispersion (60%). The mixture is stirred at 0° C. for 30 minutes and subsequently admixed with 0.048 ml of 1-chloro-3-methoxypropane and 5 mg of sodium iodide. The reaction mixture is stirred at 80° C. for 14 hours, cooled and poured o... As a reaction SMILES: [CH2:21]([N:22]([S:23]([F:24])([F:25])[F:27])[CH2:26][CH3:28])[CH3:29].[CH2:30]([Cl:31])[Cl:32].[CH3:1][O:2][C:3]([CH:4]([CH2:5][CH:6]1[CH2:7][CH:8]([OH:11])[CH2:9][CH2:10]1)[c:12]1[cH:13][c:14]([Cl:19])[c:15]([Cl:18])[cH:16][cH:17]1)=[O:20].[OH2:33]>>[CH3:1][O:2][C:3]([CH:4]([CH2:5][CH:6]1[CH2:7][CH:8]([F:27])[CH2:9][CH2:10]1)[c:12]1[cH:13][c:14]([Cl:19])[c:15]([Cl:18])[cH:16][cH:17]1)=[O:20]. Yields the product COC(=O)C(CC1CCC(F)C1)c1ccc(Cl)c(Cl)c1. The reactants are CCN(CC)S(F)(F)F, ClCCl, COC(=O)C(CC1CCC(O)C1)c1ccc(Cl)c(Cl)c1, O. Starting materials: Cl.CN(CCCN=C=NCC)C (1-(3-Dimethylaminopropyl)-3-ethylcarbodiimide hydrochloride), NC=1SC(=CN1)SCC=1OC(=CN1)C(C)(C)C (2-amino-5-[[[5-(1,1-dimethylethyl)-2-oxazolyl]methyl]thio]thiazole), CC(C)N1CCC(CC1)C(=O)O (1-(1-methylethyl)-4-piperidine carboxylic acid), CN(C=O)C (N,N-dimethylformamide). Reagents/catalysts: CN(C1=CC=NC=C1)C (4-(dimethylamino)pyridine). The solvent is O (water), C(Cl)Cl (CH2Cl2). Run at time 1 hour. Product: CC(C)(C)C1=CN=C(O1)CSC1=CN=C(S1)NC(=O)C1CCN(CC1)C(C)C (N-[5-[[[5-(1,1-dimethylethyl)-2-oxazolyl]-methyl]thio]-2-thiazolyl]-1-(1-methylethyl)-4-piperidinecarboxamide). The yield is 84.6%. RXN SMILES: Cl.CN(C)CCCN=C=NCC.[NH2:13][C:14]1[S:15][C:16]([S:19][CH2:20][C:21]2[O:22][C:23]([C:26]([CH3:29])([CH3:28])[CH3:27])=[CH:24][N:25]=2)=[CH:17][N:18]=1.[CH3:30][CH:31]([N:33]1[CH2:38][CH2:37][CH:36]([C:39](O)=[O:40])[CH2:35][CH2:34]1)[CH3:32].CN(C)C=O>CN(C)C1C=CN=CC=1.O.C(Cl)Cl>[CH3:27][C:26]([C:23]1[O:22][C:21]([CH2:20][S:19][C:16]2[S:15][C:14]([NH:13][C:39]([CH:36]3[CH2:37][CH2:38][N:33]([CH:31]([CH3:32])[CH3:30])[CH2:34][CH2:35]3)=[O:40])=[N:18][CH:17]=2)=[N:25][CH:24]=1)([CH3:29])[CH3:28] |f:0.1|. Reported procedure: 1-(3-Dimethylaminopropyl)-3-ethylcarbodiimide hydrochloride (1.0 g, 5.2 mmol, 2 eq) was added to a mixture of 2-amino-5-[[[5-(1,1-dimethylethyl)-2-oxazolyl]methyl]thio]thiazole (0.7 g, 2.6 mmol, 1 eq), 1-(1-methylethyl)-4-piperidine carboxylic acid (0.78 g, 3.9 mmol, 1.5 eq), 4-(dimethylamino)pyridine (0.16 g, 1.3 mmol, 0.5 eq), N,N-dimethylformamide (2.6 mL) and CH2Cl2 (7.8 mL). The reaction mixture was stirred at rt for 1 h, diluted with 30 mL of water and extracted with ethyl acetate (2×70 mL... Reactants: CCOC(=O)CC(C)c1ccc(-c2ccc(F)cc2F)cc1, CCO, [K+], [OH-]. Product: CC(CC(=O)O)c1ccc(-c2ccc(F)cc2F)cc1. As a reaction SMILES: [CH2:1]([CH3:2])[O:3][C:4]([CH2:5][CH:6]([CH3:7])[c:8]1[cH:9][cH:10][c:11](-[c:14]2[c:15]([F:21])[cH:16][c:17]([F:20])[cH:18][cH:19]2)[cH:12][cH:13]1)=[O:22].[CH3:25][CH2:26][OH:27].[K+:24].[OH-:23]>>[O:3]=[C:4]([CH2:5][CH:6]([CH3:7])[c:8]1[cH:9][cH:10][c:11](-[c:14]2[c:15]([F:21])[cH:16][c:17]([F:20])[cH:18][cH:19]2)[cH:12][cH:13]1)[OH:22]. Reaction SMILES: [F:1][C:2]([F:20])([F:19])[C:3]([N:5]([C:7]1[CH:12]=[CH:11][C:10]([C:13]#[C:14][CH2:15][CH2:16][CH2:17][OH:18])=[CH:9][CH:8]=1)C)=[O:4].F[C:22](F)(F)C(NC1C=CC(I)=C(C)C=1)=O>>[F:20][C:2]([F:1])([F:19])[C:3]([NH:5][C:7]1[CH:8]=[CH:9][C:10]([C:13]#[C:14][CH2:15][CH2:16][CH2:17][OH:18])=[C:11]([CH3:22])[CH:12]=1)=[O:4]. Starting materials: FC(C(=O)N(C)C1=CC=C(C=C1)C#CCCCO)(F)F (2,2,2-trifluoro-N-(4-(5-hydroxypent-1-yn-1-yl)phenyl)-N-methylacetamide), FC(C(=O)NC1=CC(=C(C=C1)I)C)(F)F (2,2,2-trifluoro-N-(4-iodo-3-methylphenyl)acetamide), C14H14F3NO2. Product: FC(C(=O)NC1=CC(=C(C=C1)C#CCCCO)C)(F)F (2,2,2-trifluoro-N-(4-(5-hydroxypent-1-vn-1-yl)-3-methylphenyl)acetamide). Procedure: The title compound was synthesized in a manner analogous to that described in Intermediate 36, using Intermediate 35 in place of Intermediate 33. ES/MS calcd. for C14H14F3NO2 285.1. Found m/z=286 (M+H)+. Reactants: OC1=C(C(=O)O)C=C(C=C1)O (2,5-dihydroxybenzoic acid), 1,8-diazobicyclo[5.5.0]undec-7-ene, O1C(CCC1)C(=O)OCCCCCCCCCl (8-chlorooctyl tetrahydro-2-furancarboxylate), [I-].[K+] (potassium iodide), C(C)#N (acetonitrile). The solvent is O (water). Yields the product OC1=C(C(=O)OCCCCCCCCOC(=O)C2OCCC2)C=C(C=C1)O (8-[(2,5-dihydroxybenzoyl)oxy]octyltetrahydro-2-furancarboxylate). RXN SMILES: [OH:1][C:2]1[CH:10]=[CH:9][C:8]([OH:11])=[CH:7][C:3]=1[C:4]([OH:6])=[O:5].[O:12]1[CH2:16][CH2:15][CH2:14][CH:13]1[C:17]([O:19][CH2:20][CH2:21][CH2:22][CH2:23][CH2:24][CH2:25][CH2:26][CH2:27]Cl)=[O:18].[I-].[K+].C(#N)C>O>[OH:1][C:2]1[CH:10]=[CH:9][C:8]([OH:11])=[CH:7][C:3]=1[C:4]([O:6][CH2:27][CH2:26][CH2:25][CH2:24][CH2:23][CH2:22][CH2:21][CH2:20][O:19][C:17]([CH:13]1[CH2:14][CH2:15][CH2:16][O:12]1)=[O:18])=[O:5] |f:2.3|. Procedure details: A mixture of 2,5-dihydroxybenzoic acid (3.9 g), 1,8-diazobicyclo[5.5.0]undec-7-ene (3.8 g), 8-chlorooctyl tetrahydro-2-furancarboxylate (6.0 g), potassium iodide (30.2 g) and acetonitrile (110 ml) was heated, under reflux for 72 h. The cooled reaction mixture was added to water (500 ml) and extracted with ethyl acetate (3×100 ml). The combined organic layers were washed with 1N-hydrochloric acid (150 ml) and water (2×15 ml), dried over magnesium sulphate and filtered. The solvent was removed in ...